From a dataset of the Open Reaction Database (ORD), a public repository of structured organic reaction records. describe an organic reaction: reactants, conditions, products, and yield Starting materials: CC(=O)[O-], CC(C)O, CC(=O)CC(C)=O, O=Cc1ccco1, [NH4+]. Yields the product CC(=O)C(=Cc1ccco1)C(C)=O. Reaction SMILES: [CH3:16][C:17](=[O:18])[O-:19].[CH3:20][CH:21]([OH:22])[CH3:23].[CH3:8][C:9]([CH2:10][C:11]([CH3:12])=[O:13])=[O:14].[CH:1]([c:2]1[cH:3][cH:4][cH:5][o:6]1)=[O:7].[NH4+:15]>>[CH:1]([c:2]1[cH:3][cH:4][cH:5][o:6]1)=[C:10]([C:9]([CH3:8])=[O:14])[C:11]([CH3:12])=[O:13]. Starting materials: O.C(C)(=O)OCC (Water ethyl acetate), COC=1C=CC=C2C=CNC12 (7-methoxyindole), C1(=CC=CC=C1)S(=O)(=O)Cl (Benzenesulfonyl chloride), [H-].[Na+] (NaH). Solvent: CN(C)C=O (DMF). Reaction conditions: time 1 hour. Product: C1(=CC=CC=C1)S(=O)(=O)N1C=CC2=CC=CC(=C12)OC (1-Benzenesulfonyl-7-methoxy-1H-indole). RXN SMILES: [CH3:1][O:2][C:3]1[CH:4]=[CH:5][CH:6]=[C:7]2[C:11]=1[NH:10][CH:9]=[CH:8]2.[H-].[Na+].[C:14]1([S:20](Cl)(=[O:22])=[O:21])[CH:19]=[CH:18][CH:17]=[CH:16][CH:15]=1.O.C(OCC)(=O)C>CN(C=O)C>[C:14]1([S:20]([N:10]2[C:11]3[C:7](=[CH:6][CH:5]=[CH:4][C:3]=3[O:2][CH3:1])[CH:8]=[CH:9]2)(=[O:22])=[O:21])[CH:19]=[CH:18][CH:17]=[CH:16][CH:15]=1 |f:1.2,4.5|. Procedure details: To a solution of 7-methoxyindole (1 eq) in DMF cooled in an ice bath was added NaH (60% dispersion in oil, 1.2 eq). The reaction was stirred for 1 hr at room temperature then recooled in an ice bath. Benzenesulfonyl chloride (1.1 eq) was added then the reaction was stirred for 2 hrs at room temperature. Water/ethyl acetate were added and the ethyl acetate layer was washed repeatedly (3×) with water. The ethyl acetate layer was concentrated and evaporated to dryness. Product: NC1=NC=CC(=N1)N1C(=NC2=C1C=C(C=C2)Br)NCCOC (1-(2-aminopyrimidin-4-yl)-6-bromo-N-(2-methoxyethyl)-1H-1,3-benzodiazol-2-amine). The yield is 39.0%. Reactants: BrC=1C=CC2=C(N(C(=N2)C(Cl)(Cl)Cl)C2=NC(=NC=C2)N)C1 (4-[6-bromo-2-(trichloromethyl)-1H-1,3-benzodiazol-1-yl]pyrimidin-2-amine), C([O-])([O-])=O.[Cs+].[Cs+] (cesium carbonate), COCCN (2-methoxyethan-1-amine). Run at time 3 day. Reaction SMILES: [Br:1][C:2]1[CH:3]=[CH:4][C:5]2[N:9]=[C:8](C(Cl)(Cl)Cl)[N:7]([C:14]3[CH:19]=[CH:18][N:17]=[C:16]([NH2:20])[N:15]=3)[C:6]=2[CH:21]=1.C(=O)([O-])[O-].[Cs+].[Cs+].[CH3:28][O:29][CH2:30][CH2:31][NH2:32]>>[NH2:20][C:16]1[N:15]=[C:14]([N:7]2[C:6]3[CH:21]=[C:2]([Br:1])[CH:3]=[CH:4][C:5]=3[N:9]=[C:8]2[NH:32][CH2:31][CH2:30][O:29][CH3:28])[CH:19]=[CH:18][N:17]=1 |f:1.2.3|. Reported procedure: A mixture of 4-[6-bromo-2-(trichloromethyl)-1H-1,3-benzodiazol-1-yl]pyrimidin-2-amine (1.5 g, 3.68 mmol) and cesium carbonate (2.5 g, 7.67 mmol) in 2-methoxyethan-1-amine (15 mL) was stirred under nitrogen for 3 days at room temperature. The reaction mixture was concentrated under vacuum and the residue was purified on a C18 column (acetonitrile/water, 5:95-80:20) to give 0.55 g (39%) of 1-(2-aminopyrimidin-4-yl)-6-bromo-N-(2-methoxyethyl)-1H-1,3-benzodiazol-2-amine as a yellow solid. LC-MS: m/z... The reactants are C1CCOC1, COC(=O)CCc1sc(C(C)N(c2cc(F)ccc2F)S(=O)(=O)c2ccc(Cl)cc2)nc1C, Cl, [Li+], [OH-], O. The product is Cc1nc(C(C)N(c2cc(F)ccc2F)S(=O)(=O)c2ccc(Cl)cc2)sc1CCC(=O)O. Reaction SMILES: [CH2:37]1[O:38][CH2:39][CH2:40][CH2:41]1.[CH3:1][O:2][C:3]([CH2:4][CH2:5][c:6]1[c:7]([CH3:32])[n:8][c:9]([CH:11]([CH3:12])[N:13]([c:14]2[c:15]([F:21])[cH:16][cH:17][c:18]([F:20])[cH:19]2)[S:22](=[O:23])(=[O:24])[c:25]2[cH:26][cH:27][c:28]([Cl:31])[cH:29][cH:30]2)[s:10]1)=[O:33].[ClH:36].[Li+:35].[OH-:34].[OH2:42]>>[O:2]=[C:3]([CH2:4][CH2:5][c:6]1[c:7]([CH3:32])[n:8][c:9]([CH:11]([CH3:12])[N:13]([c:14]2[c:15]([F:21])[cH:16][cH:17][c:18]([F:20])[cH:19]2)[S:22](=[O:23])(=[O:24])[c:25]2[cH:26][cH:27][c:28]([Cl:31])[cH:29][cH:30]2)[s:10]1)[OH:33]. Starting materials: FC1=CC=C(N)C=C1 (4-fluoroaniline), solution, C[Al](C)C (trimethylaluminium), solution, P(=O)([O-])([O-])[O-].[K+].[K+].[K+] (potassium phosphate), CN1C(=NC(=CC1=O)N1CCOCC1)CC(=O)OCC (ethyl [1-methyl-4-(morpholin-4-yl)-6-oxo-1,6-dihydropyrimidin-2-yl]acetate). Run in C1(=CC=CC=C1)C (toluene), C1(=CC=CC=C1)C (toluene), O (water). Reaction conditions: time 30 minute. Yields the product FC1=CC=C(C=C1)NC(CC=1N(C(C=C(N1)N1CCOCC1)=O)C)=O (N-(4-fluorophenyl)-2-[1-methyl-4-(morpholin-4-yl)-6-oxo-1,6-dihydropyrimidin-2-yl]acetamide). As a reaction SMILES: [F:1][C:2]1[CH:8]=[CH:7][C:5]([NH2:6])=[CH:4][CH:3]=1.C[Al](C)C.[CH3:13][N:14]1[C:19](=[O:20])[CH:18]=[C:17]([N:21]2[CH2:26][CH2:25][O:24][CH2:23][CH2:22]2)[N:16]=[C:15]1[CH2:27][C:28](OCC)=[O:29].P([O-])([O-])([O-])=O.[K+].[K+].[K+]>C1(C)C=CC=CC=1.O>[F:1][C:2]1[CH:8]=[CH:7][C:5]([NH:6][C:28](=[O:29])[CH2:27][C:15]2[N:14]([CH3:13])[C:19](=[O:20])[CH:18]=[C:17]([N:21]3[CH2:26][CH2:25][O:24][CH2:23][CH2:22]3)[N:16]=2)=[CH:4][CH:3]=1 |f:3.4.5.6|. Reported procedure: 0.135 ml of 4-fluoroaniline and 0.670 ml of a 2M solution of trimethylaluminium are added, dropwise, to a solution of 190 mg of ethyl [1-methyl-4-(morpholin-4-yl)-6-oxo-1,6-dihydropyrimidin-2-yl]acetate in 10 ml of toluene. After stirring for 30 minutes at ambient temperature, 10 ml of toluene are added. After stirring for 4 hours at ambient temperature, the reaction mixture is poured into water and a 1M solution of potassium phosphate is added. The precipitate is filtered through sintered glass...